From a dataset of the Open Reaction Database (ORD), a public repository of structured organic reaction records. describe an organic reaction: reactants, conditions, products, and yield Yields the product COc1cc(CN2CCN(C(=S)SC)CC2)cc(OC)c1O. Reaction SMILES: [CH3:11][O:12][c:13]1[cH:14][cH:15][cH:16][c:17]([O:18][CH3:19])[c:20]1[OH:21].[CH3:22][CH2:23][OH:24].[N:1]1([C:7](=[S:8])[S:9][CH3:10])[CH2:2][CH2:3][NH:4][CH2:5][CH2:6]1>>[N:1]1([C:7](=[S:8])[S:9][CH3:10])[CH2:2][CH2:3][N:4]([CH2:22][c:15]2[cH:14][c:13]([O:12][CH3:11])[c:20]([OH:21])[c:17]([O:18][CH3:19])[cH:16]2)[CH2:5][CH2:6]1. Reactants: COc1cccc(OC)c1O, CCO, CSC(=S)N1CCNCC1. The reactants are C(C)C1=NOC(=C1C=1NC2=CC=CC=C2C1C(C)=O)C (2-(3-ethyl-5-methyl-4-isoxazolyl)-3-acetyl indole), C=O (paraformaldehyde), Cl.CNC (dimethylamine hydrochloride), Cl (hydrochloric acid). Solvent: C(C)O (ethanol). Product: CN(CCC(=O)C1=C(NC2=CC=CC=C12)C=1C(=NOC1C)CC)C (3-dimethylamino-1-[2-(3-ethyl-5-methyl-4-isoxazolyl)-1H-indol-3-yl]-1-propanone). As a reaction SMILES: [CH2:1]([C:3]1[C:7]([C:8]2[NH:9][C:10]3[C:15]([C:16]=2[C:17](=[O:19])[CH3:18])=[CH:14][CH:13]=[CH:12][CH:11]=3)=[C:6]([CH3:20])[O:5][N:4]=1)[CH3:2].Cl.[CH3:22][NH:23][CH3:24].Cl.[CH2:26]=O>C(O)C>[CH3:22][N:23]([CH3:26])[CH2:24][CH2:18][C:17]([C:16]1[C:15]2[C:10](=[CH:11][CH:12]=[CH:13][CH:14]=2)[NH:9][C:8]=1[C:7]1[C:3]([CH2:1][CH3:2])=[N:4][O:5][C:6]=1[CH3:20])=[O:19] |f:1.2|. Procedure: A mixture of 12 g. (0.045 mole) of 2-(3-ethyl-5-methyl-4-isoxazolyl)-3-acetyl indole, 4 g. (0.049 mole) of dimethylamine hydrochloride, and 0.5 ml. concentrated hydrochloric acid in 70 ml. of ethanol is heated to reflux and treated by the portionwise addition of 14 g. (0.470 mole) of paraformaldehyde over 5 hours. The resulting mixture is refluxed an additional 24 hours, cooled and evaporated in vacuo. The residue is then dissolved in 300 ml. methylene chloride and washed with 200 ml. 2N hydroch... Starting materials: FC=1C(=C(C(=O)OC)C=CC1)O (methyl 3-fluoro-2-hydroxy-benzoate), ClC(C(=O)O)(F)F (2-chloro-2,2-difluoro-acetic acid), C([O-])([O-])=O.[K+].[K+] (potassium carbonate). The solvent is CN(C)C=O (DMF), O (water). The product is FC(OC1=C(C(=O)OC)C=CC=C1F)F (methyl 2-(difluoromethoxy)-3-fluorobenzoate). Isolated yield 41.3%. Reaction SMILES: [F:1][C:2]1[C:3]([OH:12])=[C:4]([CH:9]=[CH:10][CH:11]=1)[C:5]([O:7][CH3:8])=[O:6].Cl[C:14]([F:19])([F:18])C(O)=O.C(=O)([O-])[O-].[K+].[K+]>CN(C=O)C.O>[F:18][CH:14]([F:19])[O:12][C:3]1[C:2]([F:1])=[CH:11][CH:10]=[CH:9][C:4]=1[C:5]([O:7][CH3:8])=[O:6] |f:2.3.4|. Reported procedure: A mixture of methyl 3-fluoro-2-hydroxy-benzoate (1.5 g, 8.8 mmol), 2-chloro-2,2-difluoro-acetic acid (1.62 g, 1.05 mL, 10.6 mmol) and potassium carbonate (1.46 g, 10.6 mmol) were heated in DMF (5 mL) at 120° C. for 5 hours. The reaction mixture was diluted with water (20 mL) and extracted with ether (2×10 mL). The organics were separated and washed sequentially with water (5 mL) and brine solution (5 mL). The organics were dried (MgSO4) and concentrated in vacuo to give residue which was purifie... Starting materials: ClC=1C=C(C=CC1)C1=CC(=NC=2N1N=C(C2I)C)N2[C@@H](CCC2)CO ((S)-(1-(7-(3-Chlorophenyl)-3-iodo-2-methylpyrazolo[1,5-a]pyrimidin-5-yl)pyrrolidin-2-yl)methanol), COC1=CC=C(C=C1)B(O)O (4-methoxyphenylboronic acid), C1(=CC=CC=C1)C (toluene), C(=O)(O)[O-].[Na+] (NaHCO3). The reagents and catalysts are C=1C=CC(=CC1)[P](C=2C=CC=CC2)(C=3C=CC=CC3)[Pd]([P](C=4C=CC=CC4)(C=5C=CC=CC5)C=6C=CC=CC6)([P](C=7C=CC=CC7)(C=8C=CC=CC8)C=9C=CC=CC9)[P](C=1C=CC=CC1)(C=1C=CC=CC1)C=1C=CC=CC1 (tetrakis(triphenylphosphine)palladium). Solvent: C(C)O (ethanol). Run at temperature 90 celsius, time 8 hour. The product is COC1=CC=C(C=C1)C=1C(=NN2C1N=C(C=C2C2=CC(=CC=C2)Cl)N2[C@@H](CCC2)CO)C ((S)-(1-(3-(4-methoxyphenyl)-7-(3-chlorophenyl)-2-methylpyrazolo[1,5-a]pyrimidin-5-yl)pyrrolidin-2-yl)methanol). The yield is 73.1%. As a reaction SMILES: [Cl:1][C:2]1[CH:3]=[C:4]([C:8]2[N:13]3[N:14]=[C:15]([CH3:18])[C:16](I)=[C:12]3[N:11]=[C:10]([N:19]3[CH2:23][CH2:22][CH2:21][C@H:20]3[CH2:24][OH:25])[CH:9]=2)[CH:5]=[CH:6][CH:7]=1.[CH3:26][O:27][C:28]1[CH:33]=[CH:32][C:31](B(O)O)=[CH:30][CH:29]=1.C1(C)C=CC=CC=1.C([O-])(O)=O.[Na+]>C1C=CC([P]([Pd]([P](C2C=CC=CC=2)(C2C=CC=CC=2)C2C=CC=CC=2)([P](C2C=CC=CC=2)(C2C=CC=CC=2)C2C=CC=CC=2)[P](C2C=CC=CC=2)(C2C=CC=CC=2)C2C=CC=CC=2)(C2C=CC=CC=2)C2C=CC=CC=2)=CC=1.C(O)C>[CH3:26][O:27][C:28]1[CH:33]=[CH:32][C:31]([C:16]2[C:15]([CH3:18])=[N:14][N:13]3[C:8]([C:4]4[CH:5]=[CH:6][CH:7]=[C:2]([Cl:1])[CH:3]=4)=[CH:9][C:10]([N:19]4[CH2:23][CH2:22][CH2:21][C@H:20]4[CH2:24][OH:25])=[N:11][C:12]=23)=[CH:30][CH:29]=1 |f:3.4,^1:52,54,73,92|. Procedure details: (S)-(1-(7-(3-Chlorophenyl)-3-iodo-2-methylpyrazolo[1,5-a]pyrimidin-5-yl)pyrrolidin-2-yl)methanol (30 mg), 4-methoxyphenylboronic acid (15 mg) and tetrakis(triphenylphosphine)palladium (10 mg) are added to toluene (10 mL), ethanol (3 mL) and 1 N NaHCO3 aqueous solution (1.5 mL) and stirred overnight at 90° C. under argon atmosphere. After cooling to room temperature, the reaction solvent is removed by distillation under reduced pressure. The remainder is extracted with ethyl acetate and water. Th... The reactants are CN1C[C@H](C[C@H](C1)C1=CC=CC=C1)O (cis-1-methyl-5-phenyl-3-piperidinol), [H-].[Na+] (sodium hydride), oil, S(=O)(=O)(OC)C1=CC=C(C)C=C1 (methyl tosylate), O (water). Solvent: C1CCOC1 (THF), C1CCOC1 (THF). Run at time 1 hour. Product: CO[C@@H]1CN(C[C@@H](C1)C1=CC=CC=C1)C (cis-3-Methoxy-1-methyl-5-phenylpiperidine). As a reaction SMILES: [CH3:1][N:2]1[CH2:7][C@H:6]([C:8]2[CH:13]=[CH:12][CH:11]=[CH:10][CH:9]=2)[CH2:5][C@H:4]([OH:14])[CH2:3]1.[H-].[Na+].S(C1C=CC(C)=CC=1)(O[CH3:21])(=O)=O.O>C1COCC1>[CH3:21][O:14][C@H:4]1[CH2:5][C@@H:6]([C:8]2[CH:13]=[CH:12][CH:11]=[CH:10][CH:9]=2)[CH2:7][N:2]([CH3:1])[CH2:3]1 |f:1.2|. Procedure details: A solution of cis-1-methyl-5-phenyl-3-piperidinol (2.03 g) in THF (20 ml) was treated with 60% sodium hydride dispersion in oil (480 mg) and heated 15 min. at reflux. The mixture was cooled to room temperature and treated with methyl tosylate (1.86 g) in THF (5 ml). The reaction mixture was stirred for 1 hour at ambient temperature, treated with water (5 ml) and the solvents removed under reduced pressure. The residue was partitioned between water (100 ml) and ether (100 ml). The organic phase w... Starting materials: Cc1cc(C)cc(NC(=O)c2cccnc2SCc2ccnc(NC(=O)OC(C)(C)C)c2)c1, C1COCCO1, CCO, Cl. Product: Cl, Cc1cc(C)cc(NC(=O)c2cccnc2SCc2ccnc(N)c2)c1. RXN SMILES: [C:2]([O:3][C:4](=[O:5])[NH:9][c:10]1[n:11][cH:12][cH:13][c:14]([CH2:16][S:17][c:18]2[n:19][cH:20][cH:21][cH:22][c:23]2[C:24](=[O:25])[NH:26][c:27]2[cH:28][c:29]([CH3:34])[cH:30][c:31]([CH3:33])[cH:32]2)[cH:15]1)([CH3:6])([CH3:7])[CH3:8].[CH2:38]1[O:39][CH2:40][CH2:41][O:42][CH2:43]1.[CH3:35][CH2:36][OH:37].[ClH:1]>>[ClH:1].[NH2:9][c:10]1[n:11][cH:12][cH:13][c:14]([CH2:16][S:17][c:18]2[n:19][cH:20][cH:21][cH:22][c:23]2[C:24](=[O:25])[NH:26][c:27]2[cH:28][c:29]([CH3:34])[cH:30][c:31]([CH3:33])[cH:32]2)[cH:15]1. Reactants: CCN(C)c1nc2cc(Br)ccn2n1, CC(C)(C)OC(N)=O, O=C([O-])[O-], O=C(C=Cc1ccccc1)C=Cc1ccccc1, O=C(C=Cc1ccccc1)C=Cc1ccccc1, O=C(C=Cc1ccccc1)C=Cc1ccccc1, [Cs+], [Cs+], C1COCCO1, [Pd], [Pd], CC1(C)c2cccc(P(c3ccccc3)c3ccccc3)c2Oc2c(P(c3ccccc3)c3ccccc3)cccc21. Yields the product CCN(C)c1nc2cc(NC(=O)OC(C)(C)C)ccn2n1. RXN SMILES: [Br:1][c:2]1[cH:3][c:4]2[n:5]([cH:6][cH:7]1)[n:8][c:9]([N:11]([CH3:12])[CH2:13][CH3:14])[n:10]2.[C:15]([NH2:16])([O:17][C:18]([CH3:19])([CH3:20])[CH3:21])=[O:22].[C:23](=[O:24])([O-:25])[O-:26].[CH:115](=[CH:116][C:117]([CH:118]=[CH:119][c:120]1[cH:121][cH:122][cH:123][cH:124][cH:125]1)=[O:126])[c:127]1[cH:128][cH:129][cH:130][cH:131][cH:132]1.[CH:79](=[CH:80][C:81]([CH:82]=[CH:83][c:84]1[cH:85][cH:86][cH:87][cH:88][cH:89]1)=[O:90])[c:91]1[cH:92][cH:93][cH:94][cH:95][cH:96]1.[CH:97](=[CH:98][C:99]([CH:100]=[CH:101][c:102]1[cH:103][cH:104][cH:105][cH:106][cH:107]1)=[O:108])[c:109]1[cH:110][cH:111][cH:112][cH:113][cH:114]1.[Cs+:27].[Cs+:28].[O:71]1[CH2:72][CH2:73][O:74][CH2:75][CH2:76]1.[Pd:77].[Pd:78].[c:29]1([P:30]([c:31]2[cH:32][cH:33][cH:34][cH:35][cH:36]2)[c:37]2[c:38]3[c:62]([cH:63][cH:64][cH:65]2)[C:59]([CH3:60])([CH3:61])[c:41]2[c:40]([c:45]([P:46]([c:47]4[cH:48][cH:49][cH:50][cH:51][cH:52]4)[c:53]4[cH:54][cH:55][cH:56][cH:57][cH:58]4)[cH:44][cH:43][cH:42]2)[O:39]3)[cH:66][cH:67][cH:68][cH:69][cH:70]1>>[c:2]1([NH:16][C:15]([O:17][C:18]([CH3:19])([CH3:20])[CH3:21])=[O:22])[cH:3][c:4]2[n:5]([cH:6][cH:7]1)[n:8][c:9]([N:11]([CH3:12])[CH2:13][CH3:14])[n:10]2. Reactants: C(C1=CC=CC=C1)OC(=O)NCCCP(O)(=O)CCCC (3-(benzyloxycarbonylamino)propyl(n-butyl) phosphinicacid), C1C(C)O1 (propylene oxide). Run in Cl (hydrochloric acid), CO (methanol). Yields the product NCCCP(O)(=O)CCCC (3-aminopropyl(n-butyl) phosphinic acid). RXN SMILES: C(OC([NH:11][CH2:12][CH2:13][CH2:14][P:15]([CH2:18][CH2:19][CH2:20][CH3:21])(=[O:17])[OH:16])=O)C1C=CC=CC=1.C1OC1C>Cl.CO>[NH2:11][CH2:12][CH2:13][CH2:14][P:15]([CH2:18][CH2:19][CH2:20][CH3:21])(=[O:16])[OH:17]. Procedure details: A solution of 6.7 g of 3-(benzyloxycarbonylamino)propyl(n-butyl) phosphinicacid in 125 ml of 36% hydrochloric acid is heated at reflux for 1.5 hour. The mixture is evaporated to an oil and the oil is co-evaporated with water (2×50 ml) to give a white solid. This solid is then dissolved in 50 ml of dry methanol, 1-3 ml of propylene oxide is added and the solution is stirred at room temperature. The precipitated product is collected by filtration and dried to give 3-aminopropyl(n-butyl) phosphinic...